This data is from the Open Reaction Database (ORD), a public repository of structured organic reaction records. The task is: describe an organic reaction: reactants, conditions, products, and yield Starting materials: C(C)(C)(C)C1=CC=C(C=C1)C(CCCCl)=O (p-t-butyl-gamma-chlorobutyrophenone), N1C=NC=C1 (imidazole). Solvent: CN(C=O)C (dimethylformamide). Conditions: time 8 hour. The product is C(C)(C)(C)C1=CC=C(C=C1)C(CCCN1C=NC=C1)=O (1-[4-(4-t-butylphenyl)butan-4-onyl]imidazole). The yield is 80.1%. Reaction SMILES: [NH:1]1[CH:5]=[CH:4][N:3]=[CH:2]1.[C:6]([C:10]1[CH:15]=[CH:14][C:13]([C:16](=[O:21])[CH2:17][CH2:18][CH2:19]Cl)=[CH:12][CH:11]=1)([CH3:9])([CH3:8])[CH3:7]>CN(C)C=O>[C:6]([C:10]1[CH:11]=[CH:12][C:13]([C:16](=[O:21])[CH2:17][CH2:18][CH2:19][N:1]2[CH:5]=[CH:4][N:3]=[CH:2]2)=[CH:14][CH:15]=1)([CH3:9])([CH3:8])[CH3:7]. Procedure: To a 0° C. slurry of 8.24 g of imidazole in 15 ml. dry dimethylformamide was added 5.79 g of p-t-butyl-gamma-chlorobutyrophenone and the mixture was stirred overnight at room temperature, then for one day at 60° C. The above solution was poured into 400 ml. of water and extracted three times with ethyl acetate. The combined extracts were washed with water, dried over magnesium sulfate and the solvent evaporated to afford 5.25 g of 1-[4-(4-t-butylphenyl)butan-4-onyl]imidazole as a golden oil. The reactants are O (water), [H-].[Na+] (sodium hydride), C(OCC)(OCC)=O (diethyl carbonate), CC(=O)C1=CC=C(C=C1)F (4-fluoroacetophenone). Reagents/catalysts: C(C)O (ethanol). The solvent is CCCCC (pentane), C(C)OCC (diethyl ether), C(C)OCC (diethyl ether), C(C)OCC (diethyl ether). Reaction conditions: temperature 0 celsius. The product is FC1=CC=C(C=C1)C(CC(=O)OCC)=O (Ethyl 3-(4'-fluorophenyl)-3-oxopropanoate). The yield is 77.4%. RXN SMILES: [H-].[Na+].[C:3](=[O:10])([O:7][CH2:8][CH3:9])OCC.[CH3:11][C:12]([C:14]1[CH:19]=[CH:18][C:17]([F:20])=[CH:16][CH:15]=1)=[O:13].O>CCCCC.C(OCC)C.C(O)C>[F:20][C:17]1[CH:18]=[CH:19][C:14]([C:12](=[O:13])[CH2:11][C:3]([O:7][CH2:8][CH3:9])=[O:10])=[CH:15][CH:16]=1 |f:0.1|. Reported procedure: 57.92 g. (1.448 moles) of 60% sodium hydride/mineral oil is washed twice with pentane, the pentane is decanted, the sodium hydride is dried in a stream of nitrogen, 171 g. (1.448 moles) of diethyl carbonate is added neat at 20°-25° C., and the dropwise addition of a solution of 100 g. (0.724 mole) of 4-fluoroacetophenone in 100 ml of dry diethyl ether is commenced, the reaction mixture being stirred at 20°-25° C. under nitrogen throughout. After about 10% of the diethyl ether solution is added, ... Yields the product O=C(Cc1ccc(Cn2c3ccccc3c3ccccc32)cc1)NO. As a reaction SMILES: [C:40](=[O:41])([OH:42])[O-:43].[CH3:1][O:2][C:3]([CH2:4][c:5]1[cH:6][cH:7][c:8]([CH2:11][n:12]2[c:13]3[cH:14][cH:15][cH:16][cH:17][c:18]3[c:19]3[cH:20][cH:21][cH:22][cH:23][c:24]23)[cH:9][cH:10]1)=[O:25].[CH3:29][O-:30].[CH3:32][OH:33].[CH3:34][CH2:35][O:36][C:37](=[O:38])[CH3:39].[ClH:26].[NH2:27][OH:28].[Na+:31].[Na+:44]>>[O:2]=[C:3]([CH2:4][c:5]1[cH:6][cH:7][c:8]([CH2:11][n:12]2[c:13]3[cH:14][cH:15][cH:16][cH:17][c:18]3[c:19]3[cH:20][cH:21][cH:22][cH:23][c:24]23)[cH:9][cH:10]1)[NH:27][OH:28]. Starting materials: O=C([O-])O, COC(=O)Cc1ccc(Cn2c3ccccc3c3ccccc32)cc1, C[O-], CO, CCOC(C)=O, Cl, NO, [Na+], [Na+]. Reactants: BrC1=C(C=CC=C1)I (1-bromo-2-iodobenzene), C#CCCCCCCCCCCC (1-tridecyne), C1(=CC=CC=C1)P(C1=CC=CC=C1)C1=CC=CC=C1 (triphenylphosphine). Reagents/catalysts: [Pd](Cl)Cl (palladium (II) chloride). Run in C(C)N(CC)CC (triethylamine). The product is BrC1=C(C=CC=C1)C#CCCCCCCCCCCC (1-(2-Bromophenyl)tridec-1-yne). RXN SMILES: [Br:1][C:2]1[CH:7]=[CH:6][CH:5]=[CH:4][C:3]=1I.[CH:9]#[C:10][CH2:11][CH2:12][CH2:13][CH2:14][CH2:15][CH2:16][CH2:17][CH2:18][CH2:19][CH2:20][CH3:21].C1(P(C2C=CC=CC=2)C2C=CC=CC=2)C=CC=CC=1>C(N(CC)CC)C.[Pd](Cl)Cl>[Br:1][C:2]1[CH:7]=[CH:6][CH:5]=[CH:4][C:3]=1[C:9]#[C:10][CH2:11][CH2:12][CH2:13][CH2:14][CH2:15][CH2:16][CH2:17][CH2:18][CH2:19][CH2:20][CH3:21]. Reported procedure: A mixture of 1-bromo-2-iodobenzene (5 g, 17.7 mmol), 1-tridecyne (4.9 ml, 21.2 mmol), triphenylphosphine (5 mg), palladium (II) chloride (5 mg) in triethylamine (45 ml) was refluxed under argon for 15 h. After cooling, the mixture was poured into ice-cold dilute hydrochloric acid and extracted thoroughly with ethyl ether. Evaporation of the dried (magnesium sulfate) extracts gave an oil, which was purified by a silica column using hexane. Fractions with Rf of about 0.36 on evaporation gave the t... Reactants: CCOC(=O)C(C)Br, O=C1CCC1, C[Si](C)(C)Cl, CCOCC, N, [Zn]. Yields the product CCOC(=O)C(C)C1(O)CCC1. As a reaction SMILES: [Br:6][CH:7]([C:8](=[O:9])[O:10][CH2:11][CH3:12])[CH3:13].[C:14]1(=[O:18])[CH2:15][CH2:16][CH2:17]1.[CH3:1][Si:2]([CH3:3])([CH3:4])[Cl:5].[CH3:20][CH2:21][O:22][CH2:23][CH3:24].[NH3:19].[Zn:25]>>[CH:7]([C:8](=[O:9])[O:10][CH2:11][CH3:12])([CH3:13])[C:14]1([OH:18])[CH2:15][CH2:16][CH2:17]1. The reactants are O=C1N(C(C2=CC=CC=C12)=O)[C@@H]1[C@@H](C(N1)=O)NC(C1=CC=CC=C1)(C1=CC=CC=C1)C1=CC=CC=C1 ((3S-cis)-4-(1,3-Dihydro-1,3-dioxo-2H-isoindol-2-yl)-3-[(triphenylmethyl)amino]-2-azetidinone), C1(=CC=C(C=C1)S(=O)(=O)O)C (p-toluenesulfonic acid). Run in C(Cl)(Cl)Cl (chloroform). Yields the product N[C@@H]1C(N[C@@H]1N1C(C2=CC=CC=C2C1=O)=O)=O ((3S-cis)-3-Amino-4-(1,3-dihydro-1,3-dioxo-2H-isoindol-2-yl)-2-azetidinone). Reaction SMILES: [O:1]=[C:2]1[C:10]2[C:5](=[CH:6][CH:7]=[CH:8][CH:9]=2)[C:4](=[O:11])[N:3]1[C@H:12]1[NH:15][C:14](=[O:16])[C@H:13]1[NH:17]C(C1C=CC=CC=1)(C1C=CC=CC=1)C1C=CC=CC=1.C1(C)C=CC(S(O)(=O)=O)=CC=1>C(Cl)(Cl)Cl>[NH2:17][C@H:13]1[C@@H:12]([N:3]2[C:2](=[O:1])[C:10]3[C:5](=[CH:6][CH:7]=[CH:8][CH:9]=3)[C:4]2=[O:11])[NH:15][C:14]1=[O:16]. Reported procedure: (3S-cis)-4-(1,3-Dihydro-1,3-dioxo-2H-isoindol-2-yl)-3-[(triphenylmethyl)amino]-2-azetidinone(7 g) and 2.81 g of p-toluenesulfonic acid are stirred in 50 ml of chloroform for 1 hour at 0° C. and for 3 hours at room temperature. The title compound is collected. The reactants are CN(CCNC1=C(C=CC(=C1)C(F)(F)F)[N+](=O)[O-])C (N,N-dimethyl-N'-(2-nitro-5-trifluoromethylphenyl)ethylenediamine), C(C)(=O)OCC (ethyl acetate), [H][H] (hydrogen). The reagents and catalysts are [Pd] (palladium-on-carbon). Reaction conditions: time 8 hour. Product: CN(CCN1C(NC2=C1C=C(C=C2)C(F)(F)F)=O)C (1,3-dihydro-1-(2-dimethylaminoethyl)-6-trifluoromethyl-2H-benzimidazol-2-one). Reaction SMILES: [CH3:1][N:2]([CH3:19])[CH2:3][CH2:4][NH:5][C:6]1[CH:11]=[C:10]([C:12]([F:15])([F:14])[F:13])[CH:9]=[CH:8][C:7]=1[N+:16]([O-])=O.[H][H].[C:22](OCC)(=[O:24])C>[Pd]>[CH3:1][N:2]([CH3:19])[CH2:3][CH2:4][N:5]1[C:6]2[CH:11]=[C:10]([C:12]([F:15])([F:14])[F:13])[CH:9]=[CH:8][C:7]=2[NH:16][C:22]1=[O:24]. Reported procedure: In ethyl acetate (20 ml) was dissolved N,N-dimethyl-N'-(2-nitro-5-trifluoromethylphenyl)ethylenediamine (0.24 g) followed by addition of a catalytic amount of 10% palladium-on-carbon, and the mixture was stirred under a hydrogen atmosphere at atmospheric pressure and room temperature until the absorption of hydrogen was ceased (for about 1 hour). The insoluble matter was filtered off and the solvent was distilled off under reduced pressure. The residue was dissolved in N,N-dimethylformamide (2 m...